Dataset: the Open Reaction Database (ORD), a public repository of structured organic reaction records. Task: describe an organic reaction: reactants, conditions, products, and yield As a reaction SMILES: [F:1][C:2]1[CH:7]=[CH:6][C:5]([CH2:8][CH2:9][CH2:10]O)=[CH:4][CH:3]=1.P(Br)(Br)[Br:13].O>C(OCC)C>[Br:13][CH2:10][CH2:9][CH2:8][C:5]1[CH:6]=[CH:7][C:2]([F:1])=[CH:3][CH:4]=1. The reactants are P(Br)(Br)Br (phosphorus tribromide), FC1=CC=C(C=C1)CCCO (3-(4-fluorophenyl)-1-propanol), O (water). Procedure: Compound 20-1 (9.39 g) was dissolved in diethyl ether (100 ml), phosphorus tribromide (8.58 ml) was added under ice-cooling, and the mixture was stirred under ice-cooling for 3.5 hr. To the reaction mixture was slowly added water, and the mixture was extracted with diethyl ether. The organic layer was washed with saturated brine and dried over anhydrous magnesium sulfate. The solvent was evaporated under reduced pressure to give the object product (4.93 g) as a pale-yellow oil. The product is BrCCCC1=CC=C(C=C1)F (1-(3-bromopropyl)-4-fluorobenzene). Run in C(C)OCC (diethyl ether).